From a dataset of the Open Reaction Database (ORD), a public repository of structured organic reaction records. describe an organic reaction: reactants, conditions, products, and yield Reactants: 17.3, ClC1=C(C(=CC=C1)Cl)C(NC1=CC2=CC=CC=C2C=C1)C(=O)O ((±)-2-(2,6-dichlorophenyl)-N-(2-naphthyl)glycine), CO (methanol), Cl (hydrogen chloride). Yields the product CN(C(C(=O)O)C1=C(C=CC=C1Cl)Cl)C1=CC2=CC=CC=C2C=C1 ((±)-methyl 2-(2,6-dichlorophenyl)-N-(2-naphthyl) glycine). Reaction SMILES: Cl.[Cl:2][C:3]1[CH:8]=[CH:7][CH:6]=[C:5]([Cl:9])[C:4]=1[CH:10]([C:22]([OH:24])=[O:23])[NH:11][C:12]1[CH:21]=[CH:20][C:19]2[C:14](=[CH:15][CH:16]=[CH:17][CH:18]=2)[CH:13]=1.[CH3:25]O>>[CH3:25][N:11]([C:12]1[CH:21]=[CH:20][C:19]2[C:14](=[CH:15][CH:16]=[CH:17][CH:18]=2)[CH:13]=1)[CH:10]([C:4]1[C:3]([Cl:2])=[CH:8][CH:7]=[CH:6][C:5]=1[Cl:9])[C:22]([OH:24])=[O:23]. Procedure details: Gaseous hydrogen chloride is introduced for 11 hours through a stirred and refluxing solution of 17.3 parts of (±)-2-(2,6-dichlorophenyl)-N-(2-naphthyl)glycine in 96 parts of methanol. The reaction mixture is allowed to cool overnight to room temperature. The precipitated product is filtered off and crystallized from methanol, yielding 6.4 parts of (±)-methyl 2-(2,6-dichlorophenyl)-N-(2-naphthyl) glycine; mp. 143.5° C. Reactants: BrC=1C(=CC2=C(OCO2)C1)SC=1NC2=C(C(=NC=C2)N)N1 (2-[(6-bromo-1,3-benzodioxol-5-yl)sulfanyl]-1H-imidazo[4,5-c]pyridin-4-amine), BrCCC1=C(C=CC=C1)Cl (1-(2-bromoethyl)-2-chloro-benzene). The product is BrC=1C(=CC2=C(OCO2)C1)SC=1N(C2=C(C(=NC=C2)N)N1)CCC1=C(C=CC=C1)Cl (2-[(6-Bromo-1,3-benzodioxol-5-yl)sulfanyl]-1-[2-(2-chlorophenyl)ethyl]-1H-imidazo[4,5-c]pyridin-4-amine). RXN SMILES: [Br:1][C:2]1[C:3]([S:11][C:12]2[NH:13][C:14]3[CH:19]=[CH:18][N:17]=[C:16]([NH2:20])[C:15]=3[N:21]=2)=[CH:4][C:5]2[O:9][CH2:8][O:7][C:6]=2[CH:10]=1.Br[CH2:23][CH2:24][C:25]1[CH:30]=[CH:29][CH:28]=[CH:27][C:26]=1[Cl:31]>>[Br:1][C:2]1[C:3]([S:11][C:12]2[N:13]([CH2:23][CH2:24][C:25]3[CH:30]=[CH:29][CH:28]=[CH:27][C:26]=3[Cl:31])[C:14]3[CH:19]=[CH:18][N:17]=[C:16]([NH2:20])[C:15]=3[N:21]=2)=[CH:4][C:5]2[O:9][CH2:8][O:7][C:6]=2[CH:10]=1. Procedure: The title compound was prepared by a similar procedure described for step 7 of example 1 using 2-[(6-bromo-1,3-benzodioxol-5-yl)sulfanyl]-1H-imidazo[4,5-c]pyridin-4-amine and 1-(2-bromoethyl)-2-chloro-benzene. 1H NMR (DMSO-d6) δ; 7.69 (d, J=6.0 Hz, 1H), 7.36 (dd, J=8.0, 1.6 Hz, 1H), 7.32 (s, 1H), 7.23 (td, J=8.0, 1.6 Hz, 1H), 7.06 (td, J=7.2, 1.6 Hz, 1H), 6.72 (d, J=6.0 Hz, 1H), 6.52 (s, 1H), 6.38 (s, 2H), 6.06 (s, 2H), 4.45 (t, J=6.8 Hz, 2H), 3.09 (t, J=6.8 Hz, 2H); LC-MS [M+H]+ 502.99. The reactants are C(C1=CC=CC=C1)=C1C(NC(C(N1)=O)CC#N)=O (3-benzylidene-6-cyanomethyl-2,5-dioxopiperazine), [H][H] (hydrogen). The reagents and catalysts are [C].[Pd] (palladium carbon). The solvent is CN(C=O)C (dimethylformamide). Product: C(C1=CC=CC=C1)C1C(NC(C(N1)=O)CC#N)=O (3-benzyl-6-cyanomethyl-2,5-dioxopiperazine). The yield is 91.0%. RXN SMILES: [CH:1](=[C:8]1[NH:13][C:12](=[O:14])[CH:11]([CH2:15][C:16]#[N:17])[NH:10][C:9]1=[O:18])[C:2]1[CH:7]=[CH:6][CH:5]=[CH:4][CH:3]=1.[H][H]>CN(C)C=O.[C].[Pd]>[CH2:1]([CH:8]1[NH:13][C:12](=[O:14])[CH:11]([CH2:15][C:16]#[N:17])[NH:10][C:9]1=[O:18])[C:2]1[CH:3]=[CH:4][CH:5]=[CH:6][CH:7]=1 |f:3.4|. Reported procedure: 2.91 g (0.0121 mol) of 3-benzylidene-6-cyanomethyl-2,5-dioxopiperazine was dissolved in 80 ml of dimethylformamide and catalytically reduced with hydrogen at room temperature by adding 1.4 g of 10% palladium carbon. After reaction for 4 hours, the catalyst was removed by filtration, and the resulting filtrate was concentrated to obtained 2.68 g of 3-benzyl-6-cyanomethyl-2,5-dioxopiperazine. Yield: 91.5%. 1H NMR (d6 -DMSO) δ2.13 (dd, 1H), δ2.21 (dd, 1H), δ3.00 (dd, 1H), δ3.14 (dd, 1H), δ4.12 (m, ... The reactants are CCOC(=O)COC1CCC2(CO2)C(C2(C)OC2CC=C(C)C)C1OC, CCO, Cl, [Na+], [OH-]. Yields the product COC1C(OCC(=O)O)CCC2(CO2)C1C1(C)OC1CC=C(C)C. As a reaction SMILES: [CH2:1]([CH3:2])[O:3][C:4](=[O:5])[CH2:6][O:7][CH:8]1[CH:9]([O:25][CH3:26])[CH:10]([C:16]2([CH3:24])[O:17][CH:18]2[CH2:19][CH:20]=[C:21]([CH3:22])[CH3:23])[C:11]2([CH2:12][O:13]2)[CH2:14][CH2:15]1.[CH3:30][CH2:31][OH:32].[ClH:29].[Na+:28].[OH-:27]>>[O:3]=[C:4]([OH:5])[CH2:6][O:7][CH:8]1[CH:9]([O:25][CH3:26])[CH:10]([C:16]2([CH3:24])[O:17][CH:18]2[CH2:19][CH:20]=[C:21]([CH3:22])[CH3:23])[C:11]2([CH2:12][O:13]2)[CH2:14][CH2:15]1. The reactants are CC(=O)c1ccco1, [Cl-], [Cl-], Fc1ccc(CCl)cc1, O, [Zn+2]. Product: CC(=O)c1ccc(Cc2ccc(F)cc2)o1. As a reaction SMILES: [CH3:1][C:2](=[O:3])[c:4]1[cH:5][cH:6][cH:7][o:8]1.[Cl-:18].[Cl-:20].[F:9][c:10]1[cH:11][cH:12][c:13]([CH2:14][Cl:15])[cH:16][cH:17]1.[OH2:21].[Zn+2:19]>>[CH3:1][C:2](=[O:3])[c:4]1[cH:5][cH:6][c:7]([CH2:14][c:13]2[cH:12][cH:11][c:10]([F:9])[cH:17][cH:16]2)[o:8]1. The reactants are CCCCCC=CCC(F)(C(=O)O)C(F)(F)F, [H][H]. Yields the product CCCCCCCCC(F)(C(=O)O)C(F)(F)F. Reaction SMILES: [F:1][C:2]([C:3](=[O:4])[OH:5])([CH2:6][CH:7]=[CH:8][CH2:9][CH2:10][CH2:11][CH2:12][CH3:13])[C:14]([F:15])([F:16])[F:17].[H:18][H:19]>>[F:1][C:2]([C:3](=[O:4])[OH:5])([CH2:6][CH2:7][CH2:8][CH2:9][CH2:10][CH2:11][CH2:12][CH3:13])[C:14]([F:15])([F:16])[F:17]. Starting materials: CCOC(=O)CCCCCBr, O=C([O-])[O-], CN(C)C=O, CC1(C2CCCC2)Cc2cc(O)c(Cl)c(Cl)c2C1=O, [K+], [K+], O. Product: CCOC(=O)CCCCCOc1cc2c(c(Cl)c1Cl)C(=O)C(C)(C1CCCC1)C2. Reaction SMILES: [Br:26][CH2:27][CH2:28][CH2:29][CH2:30][CH2:31][C:32](=[O:33])[O:34][CH2:35][CH3:36].[C:20](=[O:21])([O-:22])[O-:23].[CH3:38][N:39]([CH3:40])[CH:41]=[O:42].[Cl:1][c:2]1[c:3]([OH:19])[cH:4][c:5]2[c:9]([c:10]1[Cl:11])[C:8](=[O:12])[C:7]([CH3:13])([CH:14]1[CH2:15][CH2:16][CH2:17][CH2:18]1)[CH2:6]2.[K+:24].[K+:25].[OH2:37]>>[Cl:1][c:2]1[c:3]([O:19][CH2:27][CH2:28][CH2:29][CH2:30][CH2:31][C:32](=[O:33])[O:34][CH2:35][CH3:36])[cH:4][c:5]2[c:9]([c:10]1[Cl:11])[C:8](=[O:12])[C:7]([CH3:13])([CH:14]1[CH2:15][CH2:16][CH2:17][CH2:18]1)[CH2:6]2.